Dataset: the Open Reaction Database (ORD), a public repository of structured organic reaction records. Task: describe an organic reaction: reactants, conditions, products, and yield Starting materials: CC(C)=O, CC(C)(C)OC(=O)N1C(=O)CCC1Cc1ccc(C(F)(F)F)cc1, [Na+], [OH-]. Product: CC(C)(C)OC(=O)NC(CCC(=O)O)Cc1ccc(C(F)(F)F)cc1. As a reaction SMILES: [CH3:25][C:26]([CH3:27])=[O:28].[F:1][C:2]([c:3]1[cH:4][cH:5][c:6]([CH2:7][CH:8]2[N:9]([C:14](=[O:15])[O:16][C:17]([CH3:18])([CH3:19])[CH3:20])[C:10](=[O:13])[CH2:11][CH2:12]2)[cH:21][cH:22]1)([F:23])[F:24].[Na+:30].[OH-:29]>>[F:1][C:2]([c:3]1[cH:4][cH:5][c:6]([CH2:7][CH:8]([NH:9][C:14](=[O:15])[O:16][C:17]([CH3:18])([CH3:19])[CH3:20])[CH2:12][CH2:11][C:10]([OH:13])=[O:28])[cH:21][cH:22]1)([F:23])[F:24]. Starting materials: CC(=O)O, Cc1ccc(O)cc1Cl, O, O=[N+]([O-])O. Product: Cc1cc([N+](=O)[O-])c(O)cc1Cl. RXN SMILES: [CH3:10][C:11](=[O:12])[OH:13].[Cl:1][c:2]1[cH:3][c:4]([OH:9])[cH:5][cH:6][c:7]1[CH3:8].[OH2:18].[OH:14][N+:15]([O-:16])=[O:17]>>[Cl:1][c:2]1[cH:3][c:4]([OH:9])[c:5]([N+:15](=[O:14])[O-:16])[cH:6][c:7]1[CH3:8]. Starting materials: C(C)(C)N(CC)C(C)C (diisopropylethylamine), COCCOCCl (2-methoxyethoxymethyl chloride), C(C1=CC=CC=C1)OC(=O)NCCO (N-benzyloxycarbonyl-ethanolamine). The solvent is ClCCl (dichloromethane). The product is C(C1=CC=CC=C1)OC(=O)NCCOCOCCOC (N-Benzyloxycarbonyl-O-(2-methoxyethoxymethyl)ethanolamine). Reaction SMILES: [CH2:1]([O:8][C:9]([NH:11][CH2:12][CH2:13][OH:14])=[O:10])[C:2]1[CH:7]=[CH:6][CH:5]=[CH:4][CH:3]=1.C(N(C(C)C)CC)(C)C.[CH3:24][O:25][CH2:26][CH2:27][O:28][CH2:29]Cl>ClCCl>[CH2:1]([O:8][C:9]([NH:11][CH2:12][CH2:13][O:14][CH2:24][O:25][CH2:26][CH2:27][O:28][CH3:29])=[O:10])[C:2]1[CH:7]=[CH:6][CH:5]=[CH:4][CH:3]=1. Reported procedure: To a cooled (0° C.) solution of N-benzyloxycarbonyl-ethanolamine (12.03 g, 61.6 mmol) in dry dichloromethane (50 ml) was added diisopropylethylamine (32.2 ml, 184.9 mmol) and 2-methoxyethoxymethyl chloride (16.9 ml, 147.9 mmol) with stirring. The mixture was allowed to warm to room temperature then stirred for a further 3 hours. The solvent was removed under reduced pressure and the residue was taken up in ethyl acetate and washed successively with 1M hydrochloric acid, sat. aq. sodiumhydrogen c... Starting materials: CC=1C=C(C=CC1)N/C(=C/C(=O)OCC)/C (Ethyl(2E)-3-{[3-(methyl)phenyl]amino}-2-butenoate), C(#N)C1=CC=C(C=O)C=C1 (4-cyanobenzaldehyde), CC(CC(C)=O)=O (2,4-pentanedione), FC(C(=O)O)(F)F (trifluoroacetic acid). The solvent is C(C)(C)OC(C)C (diisopropyl ether). Yields the product C(C)(=O)C=1C(C(=C(N(C1C)C1=CC(=CC=C1)C)C)C(=O)OCC)C1=CC=C(C=C1)C#N ((±)-Ethyl 5-acetyl-4-(4-cyanophenyl)-2,6-dimethyl-1-(3-methylphenyl)-1,4-dihydro-3-pyridinecarboxylate). As a reaction SMILES: [CH3:1][C:2]1[CH:3]=[C:4]([NH:8]/[C:9](/[CH3:16])=[CH:10]/[C:11]([O:13][CH2:14][CH3:15])=[O:12])[CH:5]=[CH:6][CH:7]=1.[C:17]([C:19]1[CH:26]=[CH:25][C:22]([CH:23]=O)=[CH:21][CH:20]=1)#[N:18].[CH3:27][C:28](=O)[CH2:29][C:30](=[O:32])[CH3:31].FC(F)(F)C(O)=O>C(OC(C)C)(C)C>[C:30]([C:29]1[CH:23]([C:22]2[CH:25]=[CH:26][C:19]([C:17]#[N:18])=[CH:20][CH:21]=2)[C:10]([C:11]([O:13][CH2:14][CH3:15])=[O:12])=[C:9]([CH3:16])[N:8]([C:4]2[CH:5]=[CH:6][CH:7]=[C:2]([CH3:1])[CH:3]=2)[C:28]=1[CH3:27])(=[O:32])[CH3:31]. Reported procedure: 100 mg (0.46 mmol) Ethyl(2E)-3-{[3-(methyl)phenyl]amino}-2-butenoate, 75 mg. (0.57 mmol) 4-cyanobenzaldehyde, 38 mg (0.38 mmol) 2,4-pentanedione, and 87 mg (0.76 mmol) trifluoroacetic acid are dissolved in 2 ml diisopropyl ether. The reaction mixture is stirred under reflux overnight. After cooling down to room temperature, the solvent is removed in vacuo and the residue is purified by preparative HPLC. Starting materials: N1N=C(C2=CC=CC=C12)C(=O)O (indazole-3-carboxylic acid), C1(=CC=CC=C1)NC1=CC=C(C=C1)N (N-phenyl-1,4-phenylenediamine), C1(CCCCC1)N=C=NC1CCCCC1 (dicyclohexylcarbodiimide). The product is C1(=CC=CC=C1)NC1=CC=C(C=C1)NC(=O)C1=NNC2=CC=CC=C12 (N-(4-Phenylaminophenyl)-1H-indazole-3-carboxamide). RXN SMILES: [NH:1]1[C:9]2[C:4](=[CH:5][CH:6]=[CH:7][CH:8]=2)[C:3]([C:10]([OH:12])=O)=[N:2]1.[C:13]1([NH:19][C:20]2[CH:25]=[CH:24][C:23]([NH2:26])=[CH:22][CH:21]=2)[CH:18]=[CH:17][CH:16]=[CH:15][CH:14]=1.C1(N=C=NC2CCCCC2)CCCCC1>>[C:13]1([NH:19][C:20]2[CH:25]=[CH:24][C:23]([NH:26][C:10]([C:3]3[C:4]4[C:9](=[CH:8][CH:7]=[CH:6][CH:5]=4)[NH:1][N:2]=3)=[O:12])=[CH:22][CH:21]=2)[CH:14]=[CH:15][CH:16]=[CH:17][CH:18]=1. Procedure details: This compound is synthesized in a manner similar to the procedure described in Example 2 by coupling indazole-3-carboxylic acid and N-phenyl-1,4-phenylenediamine on the scale of 1 mmol, but using dicyclohexylcarbodiimide (DCC) as coupling reagent. The crude product obtained after extraction is taken up in CHCl3. The insoluble matter is filtered and dried. Starting materials: C(C=C)OC1=CC=C(C=C1)CCl (1-allyloxy-4-chloromethyl-benzene), N1(N=NC=C1)CCO (2-(1H-[1,2,3]-triazol-1-yl)-ethanol), [H-].[Na+] (sodium hydride), O (water). The solvent is CN(C=O)C (N,N-dimethylformamide). Reaction conditions: time 8 hour. Product: C(C=C)OC1=CC=C(COCCN2N=NC=C2)C=C1 (1-[2-(4-Allyloxy-benzyloxy)-ethyl]-1H-[1,2,3]-triazole). As a reaction SMILES: [H-].[Na+].[CH2:3]([O:6][C:7]1[CH:12]=[CH:11][C:10]([CH2:13]Cl)=[CH:9][CH:8]=1)[CH:4]=[CH2:5].[N:15]1([CH2:20][CH2:21][OH:22])[CH:19]=[CH:18][N:17]=[N:16]1.O>CN(C)C=O>[CH2:3]([O:6][C:7]1[CH:12]=[CH:11][C:10]([CH2:13][O:22][CH2:21][CH2:20][N:15]2[CH:19]=[CH:18][N:17]=[N:16]2)=[CH:9][CH:8]=1)[CH:4]=[CH2:5] |f:0.1|. Procedure: 197 mg (8.21 mmol) 95% sodium hydride were given at −50° C. to a solution of 1.00 g (5.47 mmol) 1-allyloxy-4-chloromethyl-benzene and 619 mg (5.47 mmol) 2-(1H-[1,2,3]-triazol-1-yl)-ethanol in 9.0 ml N,N-dimethylformamide (DMF). The mixture was allowed to warm slowly to room temperature (r.t.), stirred overnight and 10 ml water was added. The formed oil was collected with 10 ml dichloromethane, the aqueous phase extracted with 10 ml dichloromethane and the combined organic phases dried over Na2SO... The reactants are CCOC(=O)C=Cc1ccc(OC)c2c1CC1(CCCC1)O2, CCO, [Na+], [OH-]. The product is COc1ccc(C=CC(=O)O)c2c1OC1(CCCC1)C2. Reaction SMILES: [CH2:1]([CH3:2])[O:3][C:4](=[O:5])[CH:6]=[CH:7][c:8]1[cH:9][cH:10][c:11]([O:21][CH3:22])[c:12]2[c:13]1[CH2:14][C:15]1([O:16]2)[CH2:17][CH2:18][CH2:19][CH2:20]1.[CH3:25][CH2:26][OH:27].[Na+:24].[OH-:23]>>[O:3]=[C:4]([OH:5])[CH:6]=[CH:7][c:8]1[cH:9][cH:10][c:11]([O:21][CH3:22])[c:12]2[c:13]1[CH2:14][C:15]1([O:16]2)[CH2:17][CH2:18][CH2:19][CH2:20]1. The reactants are C(=O)(OC(C)(C)C)N[C@H](CCCNC(=O)OCC1=CC=CC=C1)C(=O)N[C@H](C)C1=CC=C(C=C1)O ((R)-N2 -(Boc)-N5 -(Cbz)-(R)-N-[1-(4-hydroxyphenyl)-ethyl]ornithine amide), [H][H] (hydrogen). The reagents and catalysts are [Pd] (Pd/C). The solvent is CO (methanol). Yields the product C(=O)(OC(C)(C)C)N[C@H](CCCN)C(=O)N[C@H](C)C1=CC=C(C=C1)O ((R)-N2 -(Boc)-(R)-N-[1-(4-hydroxyphenyl)ethyl]ornithine amide). Isolated yield 88.5%. Reaction SMILES: [C:1]([NH:8][C@@H:9]([C:24]([NH:26][C@@H:27]([C:29]1[CH:34]=[CH:33][C:32]([OH:35])=[CH:31][CH:30]=1)[CH3:28])=[O:25])[CH2:10][CH2:11][CH2:12][NH:13]C(OCC1C=CC=CC=1)=O)([O:3][C:4]([CH3:7])([CH3:6])[CH3:5])=[O:2].[H][H]>CO.[Pd]>[C:1]([NH:8][C@@H:9]([C:24]([NH:26][C@@H:27]([C:29]1[CH:34]=[CH:33][C:32]([OH:35])=[CH:31][CH:30]=1)[CH3:28])=[O:25])[CH2:10][CH2:11][CH2:12][NH2:13])([O:3][C:4]([CH3:7])([CH3:5])[CH3:6])=[O:2]. Procedure: To a solution of (R)-N2 -(Boc)-N5 -(Cbz)-(R)-N-[1-(4-hydroxyphenyl)-ethyl]ornithine amide (66.26 g; 139 mmol; see Example 4(b) above) in methanol (400 mL) was added 10% Pd/C (w/w; 3.53 g). After stirring for 18 h under 1 atmosphere of hydrogen the reaction was filtered through Celite to remove the catalyst and the filtrate was concentrated under reduced pressure to afford the sub-title compound as a white foam (43.2 g, 123 mmol).